The task is: describe an organic reaction: reactants, conditions, products, and yield. This data is from the Open Reaction Database (ORD), a public repository of structured organic reaction records. Starting materials: COC(C(=O)OC)C(=O)[O-] (monomethyl methoxymalonate), C1(CCCCC1)N=C=NC1CCCCC1 (1,3-dicyclohexylcarbodiimide), Compound 214, BrC1=CC(=C(N)C=C1)F (4-bromo-2-fluoroaniline). The solvent is O1CCCC1 (tetrahydrofuran), O1CCCC1 (tetrahydrofuran). Product: BrC1=CC(=C(C=C1)NC(C(C(=O)OC)OC)=O)F (methyl 3-[(4-bromo-2-fluorophenyl)amino]-2-methoxy-3-oxopropanoate). As a reaction SMILES: [CH3:1][O:2][CH:3]([C:8]([O-:10])=O)[C:4]([O:6][CH3:7])=[O:5].[Br:11][C:12]1[CH:18]=[CH:17][C:15]([NH2:16])=[C:14]([F:19])[CH:13]=1.C1(N=C=NC2CCCCC2)CCCCC1>O1CCCC1>[Br:11][C:12]1[CH:18]=[CH:17][C:15]([NH:16][C:8](=[O:10])[CH:3]([O:2][CH3:1])[C:4]([O:6][CH3:7])=[O:5])=[C:14]([F:19])[CH:13]=1. Reported procedure: To a stirred mixture of 2.78 grams (0.02 mole) of monomethyl methoxymalonate prepared in Example LVI (Compound 214) and 3.56 grams (0.02 mole) of 4-bromo-2-fluoroaniline in approximately 100 milliliters of dry tetrahydrofuran was fed dropwise a solution of 3.87 grams (0.02 mole) of 1,3-dicyclohexylcarbodiimide in about 30 milliliters of dry tetrahydrofuran, while cooling the reaction mixture in an ice-water bath. The reaction mixture was allowed to warm slowly to room temperature and stirring co...